From a dataset of the Open Reaction Database (ORD), a public repository of structured organic reaction records. describe an organic reaction: reactants, conditions, products, and yield Reactants: BrC1=CC=C2C=CC3=CC=CC4=CC=C1C2=C34 (1-bromopyrene), C1=C(C=CC2=CC=CC=C12)B(O)O (2-naphthaleneboronic acid), P(=O)([O-])([O-])[O-].[K+].[K+].[K+] (tripotassium phosphate), CN(C=O)C (dimethylformamide). The reagents and catalysts are [Br-].C(CCC)[N+](CCCC)(CCCC)CCCC (tetrabutylammonium bromide), C(C)(=O)[O-].[Pd+2].C(C)(=O)[O-] (palladium acetate). Run in O (water). Conditions: temperature 130 celsius, time 5 hour. Yields the product C1=C(C=CC2=CC=CC=C12)C1=CC=C2C=CC3=CC=CC4=CC=C1C2=C34 (1-(2-naphthyl)pyrene). The yield is 91.7%. As a reaction SMILES: Br[C:2]1[C:15]2[C:16]3=[C:17]4[C:12](=[CH:13][CH:14]=2)[CH:11]=[CH:10][CH:9]=[C:8]4[CH:7]=[CH:6][C:5]3=[CH:4][CH:3]=1.[CH:18]1[C:27]2[C:22](=[CH:23][CH:24]=[CH:25][CH:26]=2)[CH:21]=[CH:20][C:19]=1B(O)O.P([O-])([O-])([O-])=O.[K+].[K+].[K+].CN(C)C=O>[Br-].C([N+](CCCC)(CCCC)CCCC)CCC.C([O-])(=O)C.[Pd+2].C([O-])(=O)C.O>[CH:18]1[C:27]2[C:22](=[CH:23][CH:24]=[CH:25][CH:26]=2)[CH:21]=[CH:20][C:19]=1[C:9]1[C:8]2[C:17]3=[C:16]4[C:5](=[CH:6][CH:7]=2)[CH:4]=[CH:3][CH:2]=[C:15]4[CH:14]=[CH:13][C:12]3=[CH:11][CH:10]=1 |f:2.3.4.5,7.8,9.10.11|. Procedure: A mixed solution of 7.0 g of 1-bromopyrene, 4.7 g of 2-naphthaleneboronic acid, 11.6 g of tripotassium phosphate, 1.8 g of tetrabutylammonium bromide, 0.11 g of palladium acetate and 248 ml of dimethylformamide was heated with stirring under a nitrogen gas flow at 130° C. for 5 hours. After cooling the solution to room temperature, 300 ml of water was injected, followed by stirring at room temperature for 0.5 hours. The precipitated solid was collected by filtration and then washed twice with 10... Starting materials: C1OC(CC(=O)O)(CC(=O)O)OC1 (3,3-(ethylenedioxy)glutaric acid), C1(CCCCC1)N=C=NC1CCCCC1 (dicyclohexylcarbodiimide). Run in O1CCCC1 (tetrahydrofuran), O1CCCC1 (tetrahydrofuran). Conditions: time 8 hour. The product is C1OC2(CC(=O)OC(C2)=O)OC1 (3,3-(Ethylenedioxy)glutaric anhydride). Yield: 74.5%. Reaction SMILES: [CH2:1]1[CH2:13][O:12][C:3]([CH2:8][C:9]([OH:11])=[O:10])([CH2:4][C:5](O)=[O:6])[O:2]1.C1(N=C=NC2CCCCC2)CCCCC1>O1CCCC1>[CH2:1]1[CH2:13][O:12][C:3]2([CH2:8][C:9](=[O:11])[O:10][C:5](=[O:6])[CH2:4]2)[O:2]1. Procedure details: To a solution of 3,3-(ethylenedioxy)glutaric acid (12.26 g, 64.50 mmole) in 300 ml of tetrahydrofuran maintained at 0° C. under nitrogen was added dropwise a solution of dicyclohexylcarbodiimide (13.60 g, 65.91 mmole) in 100 ml of tetrahydrofuran. The resulting suspension was stirred at room temperature overnight under nitrogen and the solvent was evaporated under vacuum. The residue was suspended in benzene, shaken thoroughly and filtered through silica gel packed in a column (10 cm long, SiO2,... Starting materials: CC(=O)c1ccc(C=CC=C(C)CCC=C(C)C)cc1, CCOC(=O)CP(=O)(OCC)OCC, CC(C)=O. Product: CCOC(=O)C=C(C)c1ccc(C=CC=C(C)CCC=C(C)C)cc1. RXN SMILES: [CH3:1][C:2](=[CH:3][CH:4]=[CH:5][c:6]1[cH:7][cH:8][c:9]([C:12]([CH3:13])=[O:14])[cH:10][cH:11]1)[CH2:15][CH2:16][CH:17]=[C:18]([CH3:19])[CH3:20].[CH3:21][CH2:22][O:23][C:24](=[O:25])[CH2:26][P:27]([O:28][CH2:29][CH3:30])([O:31][CH2:32][CH3:33])=[O:34].[CH3:35][C:36]([CH3:37])=[O:38]>>[CH3:1][C:2](=[CH:3][CH:4]=[CH:5][c:6]1[cH:7][cH:8][c:9]([C:12]([CH3:13])=[CH:26][C:24]([O:23][CH2:22][CH3:21])=[O:25])[cH:10][cH:11]1)[CH2:15][CH2:16][CH:17]=[C:18]([CH3:19])[CH3:20]. The reactants are CCc1c(C)c2c(c(C(C)(C)C)c1CC=C(C)CCC(=O)OC)C(=O)OC2O[SiH](C)C, ClCCl, CO, c1ccncc1. Yields the product CCc1c(C)c2c(c(C(C)(C)C)c1CC=O)C(=O)OC2O[SiH](C)C. Reaction SMILES: [C:1]([CH3:2])([CH3:3])([CH3:4])[c:5]1[c:6]2[c:10]([c:11]([CH3:26])[c:12]([CH2:24][CH3:25])[c:13]1[CH2:14][CH:15]=[C:16]([CH3:17])[CH2:18][CH2:19][C:20]([O:21][CH3:22])=[O:23])[CH:9]([O:27][SiH:28]([CH3:29])[CH3:30])[O:8][C:7]2=[O:31].[CH2:34]([Cl:35])[Cl:36].[CH3:32][OH:33].[cH:37]1[cH:38][cH:39][n:40][cH:41][cH:42]1>>[C:1]([CH3:2])([CH3:3])([CH3:4])[c:5]1[c:6]2[c:10]([c:11]([CH3:26])[c:12]([CH2:24][CH3:25])[c:13]1[CH2:14][CH:32]=[O:33])[CH:9]([O:27][SiH:28]([CH3:29])[CH3:30])[O:8][C:7]2=[O:31]. The reactants are C(C)(C)(C)OC(=O)NC(CO[Si](C)(C)C(C)(C)C)C(C)OS(=O)(=O)C (2-tert-Butoxycarbonylamino-1-(tert-butyldimethylsilanyloxy)-3-methylsulphonyloxybutane), [N-]=[N+]=[N-].[Na+] (NaN3), C1COCCOCCOCCOCCO1 (15-crown-5 ether), CCOC(=O)C (EtOAc). Solvent: CN(C)P(=O)(N(C)C)N(C)C (HMPA). Reaction conditions: temperature 55 celsius, time 3 hour. Product: N(=[N+]=[N-])C(C(CO[Si](C)(C)C(C)(C)C)NC(=O)OC(C)(C)C)C (3-Azido-2-tert-butoxycarbonylamino-1-(tert-butyldimethyl-silanyloxy)butane). Yield: 36.9%. Reaction SMILES: [C:1]([O:5][C:6]([NH:8][CH:9]([CH:19](OS(C)(=O)=O)[CH3:20])[CH2:10][O:11][Si:12]([C:15]([CH3:18])([CH3:17])[CH3:16])([CH3:14])[CH3:13])=[O:7])([CH3:4])([CH3:3])[CH3:2].[N-:26]=[N+:27]=[N-:28].[Na+].C1OCCOCCOCCOCCOC1.CCOC(C)=O>CN(P(N(C)C)(N(C)C)=O)C>[N:26]([CH:19]([CH3:20])[CH:9]([NH:8][C:6]([O:5][C:1]([CH3:4])([CH3:3])[CH3:2])=[O:7])[CH2:10][O:11][Si:12]([C:15]([CH3:18])([CH3:17])[CH3:16])([CH3:14])[CH3:13])=[N+:27]=[N-:28] |f:1.2|. Procedure: To a solution of mesylate 108 (500 mg, 1.26 mmol) in HMPA (2 mL), NaN3 (409 mg, 6.29 mmol) and 15-crown-5 ether (252 mg, 1.26 mmol) were added. The solution was stirred at 55° C. for 3 h. The reaction mixture was added to EtOAc (30 mL), washed with brine (10 mL), dried (Na2SO4) and evaporated. The crude oil was purified by column chromatography (silica gel, EtOAc/Hexanes 1/15) to afford azide 109 (160 mg, 34%) as a colorless oil. Rf 0.33 (AcOEt/Hexanes 1/15). [α]D20=−46.6 (c=0.4, CHCl3). 1H-NMR ... Reactants: ClCCl, CCN(C(C)C)C(C)C, [Mg+2], [Mg+2], [O-][Si]([O-])([O-])[O-], COc1cc(C(=O)Cl)ccc1NC(=O)c1ccccc1-c1ccccc1, c1ccc2c(c1)Cn1cccc1CN2. The product is COc1cc(C(=O)N2Cc3cccn3Cc3ccccc32)ccc1NC(=O)c1ccccc1-c1ccccc1. RXN SMILES: [CH2:57]([Cl:58])[Cl:59].[CH:15]([N:16]([CH2:17][CH3:18])[CH:19]([CH3:20])[CH3:21])([CH3:22])[CH3:23].[Mg+2:55].[Mg+2:56].[Si:50]([O-:51])([O-:52])([O-:53])[O-:54].[c:24]1(-[c:44]2[cH:45][cH:46][cH:47][cH:48][cH:49]2)[c:25]([C:30](=[O:31])[NH:32][c:33]2[c:34]([O:42][CH3:43])[cH:35][c:36]([C:37](=[O:38])[Cl:39])[cH:40][cH:41]2)[cH:26][cH:27][cH:28][cH:29]1.[cH:1]1[cH:2][cH:3][n:4]2[c:5]1[CH2:6][NH:7][c:8]1[c:9]([cH:11][cH:12][cH:13][cH:14]1)[CH2:10]2>>[cH:1]1[cH:2][cH:3][n:4]2[c:5]1[CH2:6][N:7]([C:37]([c:36]1[cH:35][c:34]([O:42][CH3:43])[c:33]([NH:32][C:30]([c:25]3[c:24](-[c:44]4[cH:45][cH:46][cH:47][cH:48][cH:49]4)[cH:29][cH:28][cH:27][cH:26]3)=[O:31])[cH:41][cH:40]1)=[O:38])[c:8]1[c:9]([cH:11][cH:12][cH:13][cH:14]1)[CH2:10]2. Reactants: BrC1=C(C=CC=C1)NS(=O)(=O)C (N-(2-bromo-phenyl)-methanesulfonamide), C([O-])([O-])=O.[Cs+].[Cs+] (cesium carbonate), IC (iodomethane). Solvent: C(C)#N (acetonitrile), ClCCl (dichloromethane). Reaction conditions: time 24 hour. Product: BrC1=C(C=CC=C1)N(S(=O)(=O)C)C (N-(2-Bromo-phenyl)-N-methyl-methanesulfonamide), solid. Isolated yield 98.0%. As a reaction SMILES: [Br:1][C:2]1[CH:7]=[CH:6][CH:5]=[CH:4][C:3]=1[NH:8][S:9]([CH3:12])(=[O:11])=[O:10].[C:13](=O)([O-])[O-].[Cs+].[Cs+].IC>C(#N)C.ClCCl>[Br:1][C:2]1[CH:7]=[CH:6][CH:5]=[CH:4][C:3]=1[N:8]([CH3:13])[S:9]([CH3:12])(=[O:11])=[O:10] |f:1.2.3|. Procedure: 196 b) To a suspension of N-(2-bromo-phenyl)-methanesulfonamide (5.01 g, 20.0 mmol) and cesium carbonate (7.2 g, 22 mmol) in acetonitrile (20 mL) was added iodomethane (1.4 mL, 22 mmol). The mixture was stirred at room temperature for 24 hours then diluted with dichloromethane (30 mL), filtered through a plug of diatomaceous earth and evaporated. N-(2-Bromo-phenyl)-N-methyl-methanesulfonamide was isolated as a pale orange solid (5.22 g, 98%). 1H NMR (400 MHz, CDCl3, δ, ppm): 7.65 (d, J=8.0 Hz, 1...